This data is from the Open Reaction Database (ORD), a public repository of structured organic reaction records. The task is: describe an organic reaction: reactants, conditions, products, and yield Starting materials: CC1=CC=C(C(=O)C2=CC=CC=C2)C=C1 (4-methylbenzophenone), CC1=CC=C(C(=O)C2=CC=CC=C2)C=C1 (4-Methylbenzophenone), desired Compound VI, dibromo, halogen, BrBr (bromine). The solvent is C1=CC=CC=C1 (benzene), C1=CC=CC=C1 (benzene). Run at time 40 second. Yields the product BrCC1=CC=C(C(=O)C2=CC=CC=C2)C=C1 (4-Bromomethylbenzophenone). The yield is 60.0%. As a reaction SMILES: [CH3:1][C:2]1[CH:15]=[CH:14][C:5]([C:6]([C:8]2[CH:13]=[CH:12][CH:11]=[CH:10][CH:9]=2)=[O:7])=[CH:4][CH:3]=1.[Br:16]Br>C1C=CC=CC=1>[Br:16][CH2:1][C:2]1[CH:15]=[CH:14][C:5]([C:6]([C:8]2[CH:13]=[CH:12][CH:11]=[CH:10][CH:9]=2)=[O:7])=[CH:4][CH:3]=1. Procedure details: 4-Methylbenzophenone, 750 g (3.82 moles), was added to a 5 liter Morton flask equipped with an overhead stirrer and dissolved in 2850 ml of benzene. The solution was then heated to reflux, followed by the dropwise addition of 610 g (3.82 moles) of bromine in 330 ml of benzene. The addition rate was approximately 1.5 ml/min and the flask was illuminated with a 90 watt (90 joule/sec) halogen spotlight to initiate the reaction . A timer was used with the lamp to provide a 10% duty cycle (on 5 secon... Starting materials: ClC1=NC=C(C(=N1)N)C=COCC (2-Chloro-5-(2-ethoxy-vinyl)-pyrimidin-4-ylamine), Cl (HCl). Product: ClC=1N=CC2=C(N1)NC=C2 (2-Chloro-7H-pyrrolo[2,3-d]pyrimidine). RXN SMILES: [Cl:1][C:2]1[N:7]=[C:6]([NH2:8])[C:5]([CH:9]=[CH:10]OCC)=[CH:4][N:3]=1.Cl>>[Cl:1][C:2]1[N:3]=[CH:4][C:5]2[CH:9]=[CH:10][NH:8][C:6]=2[N:7]=1. Procedure: To a solution of 2-Chloro-5-(2-ethoxy-vinyl)-pyrimidin-4-ylamine (38.0 g, 0.19 mol) in ETOH (1000 ml) is added concentrated aqueous HCl (37%, 100 g, 1.00 mol) at rt. The reaction mixture is heated to reflux for 3 h and then evaporated to dryness under reduced pressure. Aqueous sodium carbonate solution (5%, 500 mL) is added to the residue, and the mixture is extracted with EtOAc (3×). The combined organic layers are dried over MgSO4, filtered, and concentrated under reduced pressure. The residue...